Dataset: the Open Reaction Database (ORD), a public repository of structured organic reaction records. Task: describe an organic reaction: reactants, conditions, products, and yield Reactants: C(C1=CC=CC=C1)OC1=CC(=NC=C1)N (4-(benzyloxy)pyridin-2-amine), COC(N(C)C)OC (dimethoxy-N,N-dimethylmethanamine). The reagents and catalysts are C(=O)(C(F)(F)F)O (TFA). Run in C(C)O (ethanol). Reaction conditions: temperature 50 celsius. Product: C(C1=CC=CC=C1)OC1=CC(=NC=C1)\N=C/N(C)C ((Z)-N′-(4-(benzyloxy)pyridin-2-yl)-N,N-dimethylformamidine). As a reaction SMILES: [CH2:1]([O:8][C:9]1[CH:14]=[CH:13][N:12]=[C:11]([NH2:15])[CH:10]=1)[C:2]1[CH:7]=[CH:6][CH:5]=[CH:4][CH:3]=1.CO[CH:18](OC)[N:19]([CH3:21])[CH3:20]>C(O)(C(F)(F)F)=O.C(O)C>[CH2:1]([O:8][C:9]1[CH:14]=[CH:13][N:12]=[C:11](/[N:15]=[CH:18]\[N:19]([CH3:21])[CH3:20])[CH:10]=1)[C:2]1[CH:3]=[CH:4][CH:5]=[CH:6][CH:7]=1. Reported procedure: A 250 mL, single-neck, round-bottomed flask was charged with 4-(benzyloxy)pyridin-2-amine (6.012 g, 30.02 mmol), dimethoxy-N,N-dimethylmethanamine (5.535 ml, 39.03 mmol) and ethanol (100.1 ml). A few drops of TFA were added and the reaction was heated to 50° C. for 4 hours. The reaction was cooled to ambient temperature and concentrated. The crude product was used in the next step without purification. Starting materials: IC1=C(C(=CC(=C1)OC)[N+](=O)[O-])O (2-Iodo-4-methoxy-6-nitro-phenol), CN(C)C=O.N1CCCC1 (DMF pyrrolidine). Reagents/catalysts: Cl[Pd]([P](C1=CC=CC=C1)(C2=CC=CC=C2)C3=CC=CC=C3)([P](C4=CC=CC=C4)(C5=CC=CC=C5)C6=CC=CC=C6)Cl (PdCl2(PPh3)2). Reaction conditions: temperature 60 celsius. Product: COC=1C=C(C2=C(C=C(O2)C2=CC=C(C=C2)OC)C1)[N+](=O)[O-] (5-Methoxy-2-(4-methoxy-phenyl)-7-nitro-benzofuran). As a reaction SMILES: I[C:2]1[CH:7]=[C:6]([O:8][CH3:9])[CH:5]=[C:4]([N+:10]([O-:12])=[O:11])[C:3]=1[OH:13].CN([CH:17]=[O:18])C.N1[CH2:23][CH2:22][CH2:21][CH2:20]1>Cl[Pd](Cl)([P](C1C=CC=CC=1)(C1C=CC=CC=1)C1C=CC=CC=1)[P](C1C=CC=CC=1)(C1C=CC=CC=1)C1C=CC=CC=1>[CH3:9][O:8][C:6]1[CH:5]=[C:4]([N+:10]([O-:12])=[O:11])[C:3]2[O:13][C:21]([C:22]3[CH:23]=[CH:4][C:3]([O:18][CH3:17])=[CH:2][CH:7]=3)=[CH:20][C:2]=2[CH:7]=1 |f:1.2,^1:26,45|. Procedure: The 2-Iodo-4-methoxy-6-nitro-phenol 97 (1 g, 2.25 mmol based on 0.67 molar purity) in DMF/pyrrolidine (3 mL/3 mL) was treated with 4-methoxystyryne (0.45 g, 3.4 mmol), catalytic PdCl2(PPh3)2 and catalytic Cul was heated at 60° C. until reaction was adjudged complete by TLC analysis (<1 h to completion). The reaction was worked up by partitioning between EtOAc and 2 N HCl aq. The EtOAc was washed with saturated NaHCO3 aq, brine and dried over MgSO4. After filtering and concentrating, the product ... Reactants: Example 32 ( 32b ), NC(C(=O)OC(C)(C)C)CC1=CC=C(C=C1)OC(F)(F)F (tert-butyl 2-amino-3-[4-(trifluoromethoxy)phenyl]propanoate), FC1(C(C1)COC1=CC=C(C(=O)O)C=C1)F (4-[(2,2-Difluorocyclopropyl)methoxy]benzoic acid). Product: FC1(C(C1)COC1=CC=C(C(=O)NC(C(=O)O)CC2=CC=C(C=C2)OC(F)(F)F)C=C1)F (2-({4-[(2,2-Difluorocyclopropyl)methoxy]benzoyl}amino)-3-[4-(trifluoromethoxy)phenyl]propanoic acid). The yield is 65.3%. Reaction SMILES: [NH2:1][CH:2]([CH2:10][C:11]1[CH:16]=[CH:15][C:14]([O:17][C:18]([F:21])([F:20])[F:19])=[CH:13][CH:12]=1)[C:3]([O:5]C(C)(C)C)=[O:4].[F:22][C:23]1([F:37])[CH2:25][CH:24]1[CH2:26][O:27][C:28]1[CH:36]=[CH:35][C:31]([C:32](O)=[O:33])=[CH:30][CH:29]=1>>[F:22][C:23]1([F:37])[CH2:25][CH:24]1[CH2:26][O:27][C:28]1[CH:36]=[CH:35][C:31]([C:32]([NH:1][CH:2]([CH2:10][C:11]2[CH:12]=[CH:13][C:14]([O:17][C:18]([F:19])([F:20])[F:21])=[CH:15][CH:16]=2)[C:3]([OH:5])=[O:4])=[O:33])=[CH:30][CH:29]=1. Reported procedure: A reaction similar to that described in Example 32 (32b) was conducted using tert-butyl 2-amino-3-[4-(trifluoromethoxy)phenyl]propanoate (366 mg, 1.20 mmol) and 4-[(2,2-difluorocyclopropyl)methoxy]benzoic acid (274 mg, 1.20 mmol) prepared in Example 40 (40b) to give 360 mg of the title compound (white powder, yield: 66%).